Dataset: the Open Reaction Database (ORD), a public repository of structured organic reaction records. Task: describe an organic reaction: reactants, conditions, products, and yield Reactants: COC(CCCCCCCC=CCC)=O (9-dodecenoic acid methyl ester), [OH-].[Na+] (NaOH). The product is C(CCCCCCCC=CCC)(=O)O (9-dodecenoic acid). Reaction SMILES: C[O:2][C:3](=[O:15])[CH2:4][CH2:5][CH2:6][CH2:7][CH2:8][CH2:9][CH2:10][CH:11]=[CH:12][CH2:13][CH3:14].[OH-].[Na+]>>[C:3]([OH:15])(=[O:2])[CH2:4][CH2:5][CH2:6][CH2:7][CH2:8][CH2:9][CH2:10][CH:11]=[CH:12][CH2:13][CH3:14] |f:1.2|. Reported procedure: The 9-dodecenoic acid methyl ester is then hydrolyzed under basic conditions (reflux with an excess of dilute aqueous NaOH), followed by removal of methanol. The resulting aqueous solution is then treated with an excess of dilute HCl, and the solution is distilled to provide 9-dodecenoic acid. Estolides are then prepared according to the methods set forth in Examples 1 and 2, wherein the oleic acid is replaced with 9-dodecenoic acid.